From a dataset of the Open Reaction Database (ORD), a public repository of structured organic reaction records. describe an organic reaction: reactants, conditions, products, and yield Yield: 64.6%. Reaction SMILES: [CH3:1][CH:2]([N:10]1[C:14]([NH2:15])=[C:13](C(O)=O)[CH:12]=[N:11]1)[CH:3](OCC)OCC.Cl.C(=O)([O-])[O-].[K+].[K+]>O1CCCC1>[CH3:3][C:2]1[N:10]2[N:11]=[CH:12][CH:13]=[C:14]2[NH:15][CH:1]=1 |f:2.3.4|. Starting materials: Cl (hydrochloric acid), CC(C(OCC)OCC)N1N=CC(=C1N)C(=O)O (1-(1-Methyl-2,2-diethoxyethyl)-4-carboxy-5-aminopyrazole), C([O-])([O-])=O.[K+].[K+] (potassium carbonate). Solvent: O1CCCC1 (tetrahydrofuran). Reported procedure: 1-(1-Methyl-2,2-diethoxyethyl)-4-carboxy-5-aminopyrazole (9.9 g) was dissolved in tetrahydrofuran (200 ml) and thereto was added 3N-hydrochloric acid (52 ml). The mixture was refluxed for 3 hours. The reaction mixture was cooled at room temperature, adjusted to pH 6 with aqueous 30% potassium carbonate and extracted with ethyl acetate (100 ml). Further the separated aqueous layer was extracted with ethyl acetate (50 ml). The organic layer was combined and dried over magnesium sulfate. The solven... Product: CC1=CNC=2N1N=CC2 (3-methyl-1H-imidazo[1,2-b]pyrazole). Starting materials: C(C)(C)OC=1C=CC(=NC1)C=O (5-isopropoxypicolinaldehyde), C(=O)([O-])[O-].[K+].[K+] (K2CO3), [N+](=[N-])=C(C(C)=O)P(OC)(OC)=O (dimethyl 1-diazo-2-oxopropylphosphonate). Run in CCOC(=O)C (EtOAc), CO (methanol). Yields the product C(#C)C1=NC=C(C=C1)OC(C)C (2-Ethynyl-5-isopropoxypyridine). As a reaction SMILES: [CH:1]([O:4][C:5]1[CH:6]=[CH:7][C:8]([CH:11]=O)=[N:9][CH:10]=1)([CH3:3])[CH3:2].[C:13]([O-])([O-])=O.[K+].[K+].[N+](=C(P(=O)(OC)OC)C(=O)C)=[N-]>CO.CCOC(C)=O>[C:11]([C:8]1[CH:7]=[CH:6][C:5]([O:4][CH:1]([CH3:3])[CH3:2])=[CH:10][N:9]=1)#[CH:13] |f:1.2.3|. Procedure details: To 1.00 g (6.05 mmol) 5-isopropoxypicolinaldehyde in 20 mL methanol are added 1.67 g (12.1 mmol) K2CO3 followed by 1.4 g (7.26 mmol) dimethyl 1-diazo-2-oxopropylphosphonate. After stirring at r.t. over the weekend the reaction mixture is diluted with EtOAc and washed consecutively with NaHCO3 solution and water. The organic layer is dried with Na2SO4 and the solvent is removed in vacuo. The reactants are C1(=CC=CC2=CC=CC=C12)S(=O)(=O)CC=1C=C(C=CC1[N+](=O)[O-])C1OCCO1 (2-[3-(naphthalene-1-sulfonylmethyl)-4-nitro-phenyl]-[1,3]dioxolane), Cl (HCl). Run in C1CCOC1 (THF). Run at temperature 40 celsius, time 4 hour. The product is C1(=CC=CC2=CC=CC=C12)S(=O)(=O)CC=1C=C(C=O)C=CC1[N+](=O)[O-] (3-(Naphthalene-1-sulfonylmethyl)-4-nitrobenzaldehyde). The yield is 95.0%. Reaction SMILES: [C:1]1([S:11]([CH2:14][C:15]2[CH:16]=[C:17]([CH:24]3OCC[O:25]3)[CH:18]=[CH:19][C:20]=2[N+:21]([O-:23])=[O:22])(=[O:13])=[O:12])[C:10]2[C:5](=[CH:6][CH:7]=[CH:8][CH:9]=2)[CH:4]=[CH:3][CH:2]=1.Cl>C1COCC1>[C:1]1([S:11]([CH2:14][C:15]2[CH:16]=[C:17]([CH:18]=[CH:19][C:20]=2[N+:21]([O-:23])=[O:22])[CH:24]=[O:25])(=[O:12])=[O:13])[C:10]2[C:5](=[CH:6][CH:7]=[CH:8][CH:9]=2)[CH:4]=[CH:3][CH:2]=1. Procedure details: A mixture of 2-[3-(naphthalene-1-sulfonylmethyl)-4-nitro-phenyl]-[1,3]dioxolane (3.03 g, 7.6 mmoles), and 2N HCl (4 mL, 8 mmoles) in THF (30 mL) was stirred at 40° C. for 4 hours. The reaction mixture was cooled to room temperature, diluted with waster, extracted with EtOAc, dried over Na2SO4, and concentrated under vacuum to yield the title compound (2.56 g, 7.22 mmoles). The reactants are aqueous salt, C(=O)([O-])C(O)C(O)C(=O)[O-].[Sn+2] (tin(II) tartrate), ligand, aqueous salt. The reagents and catalysts are [O-][99Tc](=O)(=O)=O.[Na+] (99mTcO4). The solvent is C(C)O (ethanol). Product: C(=O)([O-])C(O)C(O)C(=O)[O-].[Sn+4].C(=O)([O-])C(O)C(O)C(=O)[O-] (Tin Tartrate). RXN SMILES: [C:1]([CH:4]([CH:6]([C:8]([O-:10])=[O:9])[OH:7])[OH:5])([O-:3])=[O:2].[Sn+2:11]>[O-][99Tc](=O)(=O)=O.[Na+].C(O)C>[C:1]([CH:4]([CH:6]([C:8]([O-:10])=[O:9])[OH:7])[OH:5])([O-:3])=[O:2].[Sn+4:11].[C:1]([CH:4]([CH:6]([C:8]([O-:10])=[O:9])[OH:7])[OH:5])([O-:3])=[O:2] |f:0.1,2.3,5.6.7|. Procedure: 4 mg of ligand, 1 ml of ethanol, 1 ml of an aqueous salt solution, not more than 0. 5 ml of an aqueous salt solution of 99mTcO4-- and 50 μg of tin(II) tartrate in solution are introduced in succession into a 10-ml flask. The reaction is carried out as in Example 3.1). The reactants are CC#CCO, CS(=O)(=O)c1nsc(-c2cccc(Cl)c2)n1, CN(C)C=O, [Cl-], [H-], [Na+], [Na+]. The product is CC#CCOc1nsc(-c2cccc(Cl)c2)n1. As a reaction SMILES: [CH2:17]([C:18]#[C:19][CH3:20])[OH:21].[CH3:1][S:2](=[O:3])(=[O:4])[c:5]1[n:6][s:7][c:8](-[c:10]2[cH:11][c:12]([Cl:16])[cH:13][cH:14][cH:15]2)[n:9]1.[CH3:26][N:27]([CH3:28])[CH:29]=[O:30].[Cl-:25].[H-:22].[Na+:23].[Na+:24]>>[c:5]1([O:21][CH2:17][C:18]#[C:19][CH3:20])[n:6][s:7][c:8](-[c:10]2[cH:11][c:12]([Cl:16])[cH:13][cH:14][cH:15]2)[n:9]1. Product: Nc1cccc(Sc2ccncc2)c1. Reaction SMILES: [CH3:28][CH2:29][O:30][C:31]([CH3:32])=[O:33].[Cl:10][c:11]1[cH:12][cH:13][n:14][cH:15][cH:16]1.[ClH:9].[K+:17].[K+:18].[NH2:1][c:2]1[cH:3][c:4]([SH:8])[cH:5][cH:6][cH:7]1.[O-:19][C:20]([O-:21])=[O:22].[O:23]=[CH:24][N:25]([CH3:26])[CH3:27].[OH2:34]>>[NH2:1][c:2]1[cH:3][c:4]([S:8][c:11]2[cH:12][cH:13][n:14][cH:15][cH:16]2)[cH:5][cH:6][cH:7]1. Starting materials: CCOC(C)=O, Clc1ccncc1, Cl, [K+], [K+], Nc1cccc(S)c1, O=C([O-])[O-], CN(C)C=O, O.